From a dataset of the Open Reaction Database (ORD), a public repository of structured organic reaction records. describe an organic reaction: reactants, conditions, products, and yield The reactants are BrC1=CN(C(C=2N1C=NC2)=O)CC2=CC=C(C=C2)OC (5-bromo-7-(4-methoxybenzyl)imidazo[1,5-a]pyrazin-8(7H)-one), ClC=1C=CC(=C(C1)B(O)O)O ((5-chloro-2-hydroxyphenyl)boronic acid), C([O-])([O-])=O.[Na+].[Na+] (sodium carbonate). Reagents/catalysts: C=1C=CC(=CC1)[P](C=2C=CC=CC2)(C=3C=CC=CC3)[Pd]([P](C=4C=CC=CC4)(C=5C=CC=CC5)C=6C=CC=CC6)([P](C=7C=CC=CC7)(C=8C=CC=CC8)C=9C=CC=CC9)[P](C=1C=CC=CC1)(C=1C=CC=CC1)C=1C=CC=CC1 (tetrakis(triphenylphosphine)palladium). Run in O1CCOCC1 (dioxane), C(C)(=O)OCC (ethyl acetate). Reaction conditions: temperature 120 celsius. Product: ClC=1C=CC(=C(C1)C1=CN(C(C=2N1C=NC2)=O)CC2=CC=C(C=C2)OC)O (5-(5-chloro-2-hydroxyphenyl)-7-(4-methoxybenzyl)imidazo[1,5-a]pyrazin-8(7H)-one). Yield: 66.0%. As a reaction SMILES: Br[C:2]1[N:7]2[CH:8]=[N:9][CH:10]=[C:6]2[C:5](=[O:11])[N:4]([CH2:12][C:13]2[CH:18]=[CH:17][C:16]([O:19][CH3:20])=[CH:15][CH:14]=2)[CH:3]=1.[Cl:21][C:22]1[CH:23]=[CH:24][C:25]([OH:31])=[C:26](B(O)O)[CH:27]=1.C(=O)([O-])[O-].[Na+].[Na+]>O1CCOCC1.C(OCC)(=O)C.C1C=CC([P]([Pd]([P](C2C=CC=CC=2)(C2C=CC=CC=2)C2C=CC=CC=2)([P](C2C=CC=CC=2)(C2C=CC=CC=2)C2C=CC=CC=2)[P](C2C=CC=CC=2)(C2C=CC=CC=2)C2C=CC=CC=2)(C2C=CC=CC=2)C2C=CC=CC=2)=CC=1>[Cl:21][C:22]1[CH:27]=[CH:26][C:25]([OH:31])=[C:24]([C:2]2[N:7]3[CH:8]=[N:9][CH:10]=[C:6]3[C:5](=[O:11])[N:4]([CH2:12][C:13]3[CH:18]=[CH:17][C:16]([O:19][CH3:20])=[CH:15][CH:14]=3)[CH:3]=2)[CH:23]=1 |f:2.3.4,^1:53,55,74,93|. Reported procedure: To a mixture of 5-bromo-7-(4-methoxybenzyl)imidazo[1,5-a]pyrazin-8(7H)-one (0.167 g, 0.5 mmol (prepared according to Mukaiyama, H. et al., Bioorg. Med. Chem. 2007, 15, 868-885)), tetrakis(triphenylphosphine)palladium (0.06 g, 0.05 mmol) and (5-chloro-2-hydroxyphenyl)boronic acid in dioxane (3 mL) was added 2 M aqueous sodium carbonate (0.75 mL, 1.5 mmol). The reaction mixture was heated at 120° C. for 20 h and was allowed to cool to ambient temperature. The mixture was diluted with ethyl acetate...